This data is from the Open Reaction Database (ORD), a public repository of structured organic reaction records. The task is: describe an organic reaction: reactants, conditions, products, and yield Reactants: FC1=C(C(=CC=C1OC)F)C#N (2,6-difluoro-3-methoxybenzenecarbonitrile), O (water), B(Br)(Br)Br (Boron tribromide), FC1=C(C(=CC=C1OC)F)C#N (2,6-difluoro-3-methoxybenzenecarbonitrile). The solvent is C(Cl)Cl (CH2Cl2). Conditions: time 5 day. Yields the product FC1=C(C(=CC=C1O)F)C#N (2,6-Difluoro-3-hydroxybenzenecarbonitrile). Isolated yield 55.0%. Reaction SMILES: [F:1][C:2]1[C:7]([O:8]C)=[CH:6][CH:5]=[C:4]([F:10])[C:3]=1[C:11]#[N:12].B(Br)(Br)Br.O>C(Cl)Cl>[F:1][C:2]1[C:7]([OH:8])=[CH:6][CH:5]=[C:4]([F:10])[C:3]=1[C:11]#[N:12]. Reported procedure: Synthesised from commercially available 2,6-difluoro-3-methoxybenzenecarbonitrile. Boron tribromide solution (1.0 M in CH2Cl2, 118.3 ml, 118.3 mmol, 2 equiv.) was added slowly, dropwise to stirred solution of 2,6-difluoro-3-methoxybenzenecarbonitrile (10 g, 59.1 mmol, 1 equiv.) in CH2Cl2 (270 ml), at room temperature The reaction mixture was stirred at room temperature for 5 days. The reaction mixture was poured into water (600 ml), separated and extracted with CH2Cl2 (200 ml×2). The extracts we...